This data is from the Open Reaction Database (ORD), a public repository of structured organic reaction records. The task is: describe an organic reaction: reactants, conditions, products, and yield Starting materials: BrBr, CC(=O)O, CC(C)Cn1cnc2ccc(N)cc21. Yields the product CC(C)Cn1cnc2ccc(N)c(Br)c21. RXN SMILES: [Br:15][Br:16].[C:17]([OH:18])(=[O:19])[CH3:20].[CH2:1]([CH:2]([CH3:3])[CH3:4])[n:5]1[cH:6][n:7][c:8]2[c:9]1[cH:10][c:11]([NH2:14])[cH:12][cH:13]2>>[CH2:1]([CH:2]([CH3:3])[CH3:4])[n:5]1[cH:6][n:7][c:8]2[c:9]1[c:10]([Br:15])[c:11]([NH2:14])[cH:12][cH:13]2. The reactants are CCCCCCCCCCCCN, CCOC(C)=O, O=C(O)COc1ccc(C=CC(=O)C(F)(F)F)cc1, C1CCOC1. Yields the product CCCCCCCCCCCCNC(=O)COc1ccc(C=CC(=O)C(F)(F)F)cc1. Reaction SMILES: [CH2:20]([CH2:21][CH2:22][CH2:23][CH2:24][CH2:25][CH2:26][CH2:27][CH2:28][CH2:29][CH2:30][CH3:31])[NH2:32].[CH3:38][CH2:39][O:40][C:41](=[O:42])[CH3:43].[F:1][C:2]([C:3]([CH:4]=[CH:5][c:6]1[cH:7][cH:8][c:9]([O:10][CH2:11][C:12](=[O:13])[OH:14])[cH:15][cH:16]1)=[O:17])([F:18])[F:19].[O:33]1[CH2:34][CH2:35][CH2:36][CH2:37]1>>[F:1][C:2]([C:3]([CH:4]=[CH:5][c:6]1[cH:7][cH:8][c:9]([O:10][CH2:11][C:12](=[O:14])[NH:32][CH2:20][CH2:21][CH2:22][CH2:23][CH2:24][CH2:25][CH2:26][CH2:27][CH2:28][CH2:29][CH2:30][CH3:31])[cH:15][cH:16]1)=[O:17])([F:18])[F:19]. The reactants are NCCNCCN (diethylenetriamine), C(=O)CCC(=O)OCCC (propyl 3-formylpropionate), CCCCCCCC(=O)O (octylic acid). Product: C(CCCCCCC)(=O)NCCN1CCN=CCCC1=O (4-octamidoethyl-2,3,6,7-tetrahydro-1,4-diazocin-5-one). Reaction SMILES: [NH2:1][CH2:2][CH2:3][NH:4][CH2:5][CH2:6][NH2:7].[CH:8]([CH2:10][CH2:11][C:12]([O:14]CCC)=O)=O.[CH3:18][CH2:19][CH2:20][CH2:21][CH2:22][CH2:23][CH2:24][C:25](O)=[O:26]>>[C:25]([NH:1][CH2:2][CH2:3][N:4]1[C:12](=[O:14])[CH2:11][CH2:10][CH:8]=[N:7][CH2:6][CH2:5]1)(=[O:26])[CH2:24][CH2:23][CH2:22][CH2:21][CH2:20][CH2:19][CH3:18]. Reported procedure: Into an apparatus similar to that in Example 1, were charged 103.1 g (1 mole) of diethylenetriamine and 144.2 g (1 mole) of propyl 3-formylpropionate. At 140° to 145° C., 18 g of water and 60 g of propyl alcohol were distilled off. Then, after adding 144.2 g (1 mole) of octylic acid, the reaction was allowed to proceed at 150° to 155° C. to distil off 18 g of water, obtaining 4-octamidoethyl-2,3,6,7-tetrahydro-1,4-diazocin-5-one.